Dataset: the Open Reaction Database (ORD), a public repository of structured organic reaction records. Task: describe an organic reaction: reactants, conditions, products, and yield Starting materials: OC1C=C(C(C1)=O)CCCCCCC(=O)OC (methyl 3-hydroxy-5-oxocyclopent-1-eneheptanoate), alkynyl aluminum, [B] (boron), OC1C(C(C(C1)=O)CCCCCCC(=O)OC)C#CC(CCCCC)(OC1OCCCC1)C (methyl 3-hydroxy-2-(3-methyl-3-[tetrahydropyran-2-yl]oxy-1-octynyl)-5-oxocyclopentaneheptanoate), [Ga] (gallium), alkylated alkynyl boron, alkynyl gallium, CC(C#C[Al](C#CC(CCCCC)(C)OC1OCCCC1)C#CC(CCCCC)(C)OC1OCCCC1)(CCCCC)OC1OCCCC1 (tri(3methyl-3-[tetrahydropyran-2-yl]oxy-1-octynyl) aluminum). Solvent: C(C)(=O)O (acetic acid). Yields the product 3-hydroxy-3, OC1C(C(C(C1)=O)CCCCCCC(=O)OC)C#CC(CCCCC)(C)O (methyl 3-hydroxy-2-(3-hydroxy-3-methyl-1-octynyl)-5-oxocyclopentaneheptanoate). As a reaction SMILES: OC1CC(=O)C(CCCCCCC(OC)=O)=C1.CC(OC1CCCCO1)(CCCCC)C#C[Al](C#CC(OC1CCCCO1)(C)CCCCC)C#CC(OC1CCCCO1)(C)CCCCC.[Ga].[B].[OH:69][CH:70]1[CH2:74][C:73](=[O:75])[CH:72]([CH2:76][CH2:77][CH2:78][CH2:79][CH2:80][CH2:81][C:82]([O:84][CH3:85])=[O:83])[CH:71]1[C:86]#[C:87][C:88]([CH3:101])([O:94]C1CCCCO1)[CH2:89][CH2:90][CH2:91][CH2:92][CH3:93]>C(O)(=O)C>[OH:69][CH:70]1[CH2:74][C:73](=[O:75])[CH:72]([CH2:76][CH2:77][CH2:78][CH2:79][CH2:80][CH2:81][C:82]([O:84][CH3:85])=[O:83])[CH:71]1[C:86]#[C:87][C:88]([OH:94])([CH3:101])[CH2:89][CH2:90][CH2:91][CH2:92][CH3:93]. Procedure: The 3-hydroxy-3-alkylated acetylenic compounds of this invention are prepared by employing the appropriately alkylated alkynyl boron, alkynyl gallium or alkynyl aluminum reactant. For example, treatment of methyl 3-hydroxy-5-oxocyclopent-1-eneheptanoate with tri(3methyl-3-[tetrahydropyran-2-yl]oxy-1-octynyl) aluminum, gallium or boron affords the epimeric methyl 3-hydroxy-2-(3-methyl-3-[tetrahydropyran-2-yl]oxy-1-octynyl)-5-oxocyclopentaneheptanoate. Typically, that compound may be hydrolyzed wi...